From a dataset of the Open Reaction Database (ORD), a public repository of structured organic reaction records. describe an organic reaction: reactants, conditions, products, and yield Run in C(=O)O (formic acid). Procedure: To formic acid (50 ml) was added acetic anhydride (60 ml), and the mixture was stirred at 40° C. for 2 hours. The resulting mixture was added to the above oily product [3-(4,5,6,7-tetrahydropyrazolo[1,5-a]pyrimidin-3-yl)propionic acid] and the mixture was stirred at room temperature for 15 hours. After evaporation of the solvent in vacuo, to the residue was added water. The mixture was neutralized with saturated aqueous sodium hydrogencarbonate solution, and concentrated in vacuo. The residue wa... Reaction SMILES: [C:1](OC(=O)C)(=[O:3])C.[N:8]1[N:12]2[CH2:13][CH2:14][CH2:15][NH:16][C:11]2=[C:10]([CH2:17][CH2:18][C:19]([OH:21])=[O:20])[CH:9]=1>C(O)=O>[CH:1]([N:16]1[CH2:15][CH2:14][CH2:13][N:12]2[N:8]=[CH:9][C:10]([CH2:17][CH2:18][C:19]([OH:21])=[O:20])=[C:11]12)=[O:3]. Product: C(=O)N1C=2N(CCC1)N=CC2CCC(=O)O (3-(4-formyl-4,5,6,7-tetrahydropyrazolo[1,5-a]pyrimidin-3-yl)propionic acid). Starting materials: C(C)(=O)OC(C)=O (acetic anhydride), N1=CC(=C2N1CCCN2)CCC(=O)O (3-(4,5,6,7-tetrahydropyrazolo[1,5-a]pyrimidin-3-yl)propionic acid). Conditions: temperature 40 celsius, time 2 hour. The reactants are O=C([O-])[O-], O=C1CCC(=C2CC2)CC1, CC(=O)O[BH-](OC(C)=O)OC(C)=O, COC(=O)c1ccc(CN)cc1, CC(=O)O, CC(Cl)CCl, ClCCl, Cl, [K+], [K+], [Na+]. Yields the product COC(=O)c1ccc(CNC2CCC(=C3CC3)CC2)cc1. Reaction SMILES: [C:14](=[O:15])([O-:16])[O-:17].[C:20]1(=[C:23]2[CH2:24][CH2:25][C:26](=[O:29])[CH2:27][CH2:28]2)[CH2:21][CH2:22]1.[C:30]([O:31][BH-:32]([O:33][C:34](=[O:35])[CH3:36])[O:37][C:38](=[O:39])[CH3:40])(=[O:41])[CH3:42].[CH3:1][O:2][C:3]([c:4]1[cH:5][cH:6][c:7]([CH2:10][NH2:11])[cH:8][cH:9]1)=[O:12].[CH3:52][C:53](=[O:54])[OH:55].[Cl:44][CH2:45][CH:46]([Cl:47])[CH3:48].[Cl:49][CH2:50][Cl:51].[ClH:13].[K+:18].[K+:19].[Na+:43]>>[CH3:1][O:2][C:3]([c:4]1[cH:5][cH:6][c:7]([CH2:10][NH:11][CH:26]2[CH2:25][CH2:24][C:23](=[C:20]3[CH2:21][CH2:22]3)[CH2:28][CH2:27]2)[cH:8][cH:9]1)=[O:12]. Starting materials: O=C(O)c1cncc(Br)c1, OB(O)c1ccc(F)cc1, [Na+], [OH-], O. As a reaction SMILES: [Br:1][c:2]1[cH:3][n:4][cH:5][c:6]([C:7](=[O:8])[OH:9])[cH:10]1.[F:11][c:12]1[cH:13][cH:14][c:15]([B:18]([OH:19])[OH:20])[cH:16][cH:17]1.[Na+:22].[OH-:21].[OH2:23]>>[c:2]1(-[c:15]2[cH:14][cH:13][c:12]([F:11])[cH:17][cH:16]2)[cH:3][n:4][cH:5][c:6]([C:7](=[O:8])[OH:9])[cH:10]1. The product is O=C(O)c1cncc(-c2ccc(F)cc2)c1. The reactants are C(C1=CC=CC=C1)OC(=O)N[C@H](C(=O)OC(C)(C)CN1CCOCC1)CCSC (2-(morpholinomethyl)prop-2-yl (2S)-2-(benzyloxycarbonylamino)-4-methylsulfanylbutyrate). The reagents and catalysts are [Pd] (palladium on carbon). Run in O (water). Reaction conditions: time 18 hour. Yields the product N[C@H](C(=O)OC(C)(C)CN1CCOCC1)CCSC (2-(morpholinomethyl)prop-2-yl (2S)-2-amino-4-methylsulfanylbutyrate). Isolated yield 50.0%. Reaction SMILES: C(OC([NH:11][C@@H:12]([CH2:26][CH2:27][S:28][CH3:29])[C:13]([O:15][C:16]([CH2:19][N:20]1[CH2:25][CH2:24][O:23][CH2:22][CH2:21]1)([CH3:18])[CH3:17])=[O:14])=O)C1C=CC=CC=1>O.[Pd]>[NH2:11][C@@H:12]([CH2:26][CH2:27][S:28][CH3:29])[C:13]([O:15][C:16]([CH2:19][N:20]1[CH2:21][CH2:22][O:23][CH2:24][CH2:25]1)([CH3:18])[CH3:17])=[O:14]. Procedure: A solution of HCO2NH4 (5.6 g, 88.5 mmol) in water (10 ml) was added dropwise to a suspension of compound 2-(morpholinomethyl)prop-2-yl (2S)-2-(benzyloxycarbonylamino)-4-methylsulfanylbutyrate (7.5 g, 17.7 mmol) and 10% palladium on carbon (7.5g) in DMP (80 ml). The mixture was stirred at ambient temperature for 18 h. After filtration through Celite, the titrate was evaporated to dryness, neutralised with ammonia in diethyl ether to pH 9 and extracted with more ether. After evaporation the compou... Reactants: O (water), [H-].[H-].[H-].[H-].[Li+].[Al+3] (LiAlH4), C(C1=CC=CC=C1)(=O)NC1(CCC1)CC(=O)N ([1-(benzoylamino) cyclobutyl]acetamide). The solvent is C1CCOC1 (THF), C1CCOC1 (THF). Conditions: time 8 hour. Product: C(C1=CC=CC=C1)NC1(CCC1)CCN (2-[1-(benzylamino)cyclobutyl]ethylamine). Isolated yield 99.4%. As a reaction SMILES: [H-].[H-].[H-].[H-].[Li+].[Al+3].[C:7]([NH:15][C:16]1([CH2:20][C:21]([NH2:23])=O)[CH2:19][CH2:18][CH2:17]1)(=O)[C:8]1[CH:13]=[CH:12][CH:11]=[CH:10][CH:9]=1.O>C1COCC1>[CH2:7]([NH:15][C:16]1([CH2:20][CH2:21][NH2:23])[CH2:19][CH2:18][CH2:17]1)[C:8]1[CH:13]=[CH:12][CH:11]=[CH:10][CH:9]=1 |f:0.1.2.3.4.5|. Procedure: LiAlH4 (570 mg, 15.0 mmol) was added portionwise to a solution of [1-(benzoylamino) cyclobutyl]acetamide (687 mg, 3.00 mmol) in THF (30 mL) at room temperature over the course of 30 minutes, and the mixture was heated to reflux for 5 hours. The mixture was cooled in an ice-water bath, aqueous THF and few drops of water were added, and the mixture was allowed to stand overnight. The mixture was filtered through celite and the solution was dried over anhydrous Na2SO4. The solution was concentrated...